Dataset: the Open Reaction Database (ORD), a public repository of structured organic reaction records. Task: describe an organic reaction: reactants, conditions, products, and yield Reactants: COC1=CC=C(C=C1)C(C(Cl)C1=CC=C(C=C1)OC)=O (1,2-bis(4-methoxyphenyl)-2-chloroethanone), NC(C(=O)OCC)=S (ethyl 2-amino-2-thioxoacetate). Run in C(C)O (ethanol). Product: COC1=CC=C(C=C1)C=1N=C(SC1C1=CC=C(C=C1)OC)C(=O)OCC (4,5-bis(4-methoxyphenyl)-2-ethoxycarbonylthiazole). Isolated yield 96.0%. As a reaction SMILES: [CH3:1][O:2][C:3]1[CH:8]=[CH:7][C:6]([C:9](=O)[CH:10]([C:12]2[CH:17]=[CH:16][C:15]([O:18][CH3:19])=[CH:14][CH:13]=2)Cl)=[CH:5][CH:4]=1.[NH2:21][C:22](=[S:28])[C:23]([O:25][CH2:26][CH3:27])=[O:24]>C(O)C>[CH3:1][O:2][C:3]1[CH:8]=[CH:7][C:6]([C:9]2[N:21]=[C:22]([C:23]([O:25][CH2:26][CH3:27])=[O:24])[S:28][C:10]=2[C:12]2[CH:17]=[CH:16][C:15]([O:18][CH3:19])=[CH:14][CH:13]=2)=[CH:5][CH:4]=1. Procedure: A mixture of 1,2-bis(4-methoxyphenyl)-2-chloroethanone (5.00 g) and ethyl 2-amino-2-thioxoacetate (3.44 g) in ethanol (30 ml) was refluxed for 4 hours. After allowing to cool to ambient temperature, the reaction mixture was filtered and washed with ethanol, and the filtrate was evaporated in vacuo. The residue was subjected to column chromatography on silica gel (300 g) and eluted with a mixture of hexane and ethyl acetate (8:1, V/V). The fractions containing the object compound were combined an... Starting materials: O=C1CCC(=O)N1Br, ClC(Cl)(Cl)Cl, Cc1ccc2cc(C#N)ccc2c1, ClC(Cl)Cl. Product: N#Cc1ccc2cc(CBr)ccc2c1. Reaction SMILES: [Br:14][N:15]1[C:16](=[O:17])[CH2:18][CH2:19][C:20]1=[O:21].[C:26]([Cl:27])([Cl:28])([Cl:29])[Cl:30].[CH3:1][c:2]1[cH:3][c:4]2[cH:5][cH:6][c:7]([C:12]#[N:13])[cH:8][c:9]2[cH:10][cH:11]1.[CH:22]([Cl:23])([Cl:24])[Cl:25]>>[CH2:1]([c:2]1[cH:3][c:4]2[cH:5][cH:6][c:7]([C:12]#[N:13])[cH:8][c:9]2[cH:10][cH:11]1)[Br:14]. The reactants are COC1=C(CN(S(=O)(=O)C2=C(C=C(C(=C2)F)O[C@@H]2[C@H](CCC2)C2=CC=NN2C)F)C2=NC=NC=C2)C=CC(=C1)OC (N-(2,4-dimethoxybenzyl)-2,5-difluoro-4-{[(1S*,2R*)-2-(1-methyl-1H-pyrazol-5-yl)cyclopentyl]oxy}-N-(pyrimidin-4-yl)benzenesulfonamide), C(C)[SiH](CC)CC (triethylsilane), FC(C(=O)O)(F)F (trifluoroacetic acid). The solvent is ClCCl (dichloromethane). Yields the product FC1=C(C=C(C(=C1)O[C@@H]1[C@H](CCC1)C1=CC=NN1C)F)S(=O)(=O)NC1=NC=NC=C1 (2,5-Difluoro-4-{[(1S*,2R*)-2-(1-methyl-1H-pyrazol-5-yl)cyclopentyl]oxy}-N-(pyrimidin-4-yl)benzenesulfonamide). The yield is 100.0%. Reaction SMILES: COC1C=C(OC)C=CC=1C[N:6]([C:30]1[CH:35]=[CH:34][N:33]=[CH:32][N:31]=1)[S:7]([C:10]1[CH:15]=[C:14]([F:16])[C:13]([O:17][C@H:18]2[CH2:22][CH2:21][CH2:20][C@@H:19]2[C:23]2[N:27]([CH3:28])[N:26]=[CH:25][CH:24]=2)=[CH:12][C:11]=1[F:29])(=[O:9])=[O:8].C([SiH](CC)CC)C.FC(F)(F)C(O)=O>ClCCl>[F:29][C:11]1[CH:12]=[C:13]([O:17][C@H:18]2[CH2:22][CH2:21][CH2:20][C@@H:19]2[C:23]2[N:27]([CH3:28])[N:26]=[CH:25][CH:24]=2)[C:14]([F:16])=[CH:15][C:10]=1[S:7]([NH:6][C:30]1[CH:35]=[CH:34][N:33]=[CH:32][N:31]=1)(=[O:8])=[O:9]. Procedure: The reaction and aftertreatment were conducted in the same manner as in Example 1b by using the N-(2,4-dimethoxybenzyl)-2,5-difluoro-4-{[(1S*,2R*)-2-(1-methyl-1H-pyrazol-5-yl)cyclopentyl]oxy}-N-(pyrimidin-4-yl)benzenesulfonamide (0.54 g, 1.24 mmol) prepared in Example 14c, triethylsilane (1.98 mL, 12.4 mmol), trifluoroacetic acid (0.96 mL, 12.4 mmol) and dichloromethane (20 mL), to yield the title compound (0.54 g, 99%) as a colorless solid. The reactants are OC1(CCC1)C=1C(=CC(=NC1)C(=O)O)O[C@H](C(F)(F)F)C (5-(1-hydroxycyclobutyl)-4-[(1S)-2,2,2-trifluoro-1-methyl-ethoxy]pyridine-2-carboxylic acid), CS(=O)(=O)CC(C1=NOC(=N1)C)(C)N (2-Methanesulfonyl-1-methyl-1-(5-methyl-[1,2,4]oxadiazol-3-yl)-ethylamine). Product: OC1(CCC1)C=1C(=CC(=NC1)C(=O)NC(CS(=O)(=O)C)(C)C1=NOC(=N1)C)O[C@H](C(F)(F)F)C (5-(1-hydroxycyclobutyl)-N-[2-(5-methyl-1,2,4-oxadiazol-3-yl)-1-methylsulfonylpropan-2-yl]-4-[(2S)-1,1,1-trifluoropropan-2-yl]oxypyridine-2-carboxamide). As a reaction SMILES: [OH:1][C:2]1([C:6]2[C:7]([O:15][C@@H:16]([CH3:21])[C:17]([F:20])([F:19])[F:18])=[CH:8][C:9]([C:12]([OH:14])=O)=[N:10][CH:11]=2)[CH2:5][CH2:4][CH2:3]1.[CH3:22][S:23]([CH2:26][C:27]([NH2:35])([CH3:34])[C:28]1[N:32]=[C:31]([CH3:33])[O:30][N:29]=1)(=[O:25])=[O:24]>>[OH:1][C:2]1([C:6]2[C:7]([O:15][C@@H:16]([CH3:21])[C:17]([F:19])([F:20])[F:18])=[CH:8][C:9]([C:12]([NH:35][C:27]([C:28]3[N:32]=[C:31]([CH3:33])[O:30][N:29]=3)([CH3:34])[CH2:26][S:23]([CH3:22])(=[O:25])=[O:24])=[O:14])=[N:10][CH:11]=2)[CH2:5][CH2:4][CH2:3]1. Reported procedure: The title compound was synthesized in analogy to Example 112e, using 5-(1-hydroxycyclobutyl)-4-[(1S)-2,2,2-trifluoro-1-methyl-ethoxy]pyridine-2-carboxylic acid (Example 126d) and 2-Methanesulfonyl-1-methyl-1-(5-methyl-[1,2,4]oxadiazol-3-yl)-ethylamine (example 109d) as starting materials and isolated (28 mg, 42%); MS (ESI, m/z): 507.5 (M+H+). RXN SMILES: [C:1]([NH:4][C:5](=[CH2:10])[C:6]([O:8][CH3:9])=[O:7])(=[O:3])[CH3:2].[CH3:11][N:12]1[CH2:17][CH2:16][NH:15][CH2:14][CH2:13]1.S([O-])([O-])(=O)=O.[Na+].[Na+]>ClCCl.[Fe](Cl)(Cl)Cl>[C:1]([NH:4][CH:5]([CH2:10][N:15]1[CH2:16][CH2:17][N:12]([CH3:11])[CH2:13][CH2:14]1)[C:6]([O:8][CH3:9])=[O:7])(=[O:3])[CH3:2] |f:2.3.4|. Procedure: To a solution of 8.57 g of methyl 2-acetamidoacrylate in 500 mL of dichloromethane stirred under inert atmosphere, about 6.65 mL of N-methylpiperazine are added, then 0.97 g of iron trichloride are added, and the mixture is stirred at a temperature of about 20° C. for 66 hours. Then, 300 mL of an aqueous solution of sodium sulfate are dropped to the reaction medium while stirring the reaction mixture and the mixture filtered through Celite. After separation of the phase by settling, the organic ... Reactants: C(C)(=O)NC(C(=O)OC)=C (methyl 2-acetamidoacrylate), CN1CCNCC1 (N-methylpiperazine), aqueous solution, S(=O)(=O)([O-])[O-].[Na+].[Na+] (sodium sulfate). The product is C(C)(=O)NC(C(=O)OC)CN1CCN(CC1)C (methyl 2-(acetylamino)-3-(4-methyl-piperazinyl)propanoate). The reagents and catalysts are [Fe](Cl)(Cl)Cl (iron trichloride). The solvent is ClCCl (dichloromethane). Run at temperature 20 celsius, time 66 hour. Reactants: NC1=CC(=C(OC2=CC(=NC=N2)NC2=CC=C(C=C2)OCC2=CC=CC=C2)C=C1)F (6-(4-amino-2-fluorophenoxy)-N-(4-(benzyloxy)phenyl)pyrimidin-4-amine), FC=1C=C(C=CC1OC1=CC(=NC=C1)NCCN1CCOCC1)NC(CC(=O)NC1=CC=C(C=C1)F)=O (N1-(3-Fluoro-4-(2-(2-morpholinoethylamino)pyridin-4-yloxy)phenyl)-N3-(4-fluorophenyl)malonamide), FC=1C=C(C=CC1OC1=CC(=NC=C1)NCCN1CCOCC1)NC(CC(=O)NC1=CC=C(C=C1)F)=O (N1-(3-Fluoro-4-(2-(2-morpholinoethylamino)pyridin-4-yloxy)phenyl)-N3-(4-fluorophenyl)malonamide), CN(C)C(=[N+](C)C)ON1C2=C(C=CC=C2)N=N1.[B-](F)(F)(F)F (TBTU), CCN(C(C)C)C(C)C (DIPEA), COC1=CC=C(CNC2=NC=CC(=N2)OC2=C(C=C(C=C2)N)F)C=C1 (N-(4-methoxybenzyl)-4-(4-amino-2-fluorophenoxy)pyrimidin-2-amine). Solvent: CN(C)C=O (DMF). Product: C(C1=CC=CC=C1)OC1=CC=C(C=C1)NC1=CC(=NC=N1)OC1=C(C=C(C=C1)NC(CC(=O)NC1=CC=C(C=C1)F)=O)F (N1-(4-(6-(4-(Benzyloxy)phenylamino)pyrimidin-4-yloxy)-3-fluorophenyl)-N3-(4-fluorophenyl)malonamide). Yield: 87.5%. RXN SMILES: [NH2:1][C:2]1[CH:29]=[CH:28][C:5]([O:6][C:7]2[N:12]=[CH:11][N:10]=[C:9]([NH:13][C:14]3[CH:19]=[CH:18][C:17]([O:20][CH2:21][C:22]4[CH:27]=[CH:26][CH:25]=[CH:24][CH:23]=4)=[CH:16][CH:15]=3)[CH:8]=2)=[C:4]([F:30])[CH:3]=1.FC1C=C(N[C:55](=[O:67])[CH2:56][C:57]([NH:59][C:60]2[CH:65]=[CH:64][C:63]([F:66])=[CH:62][CH:61]=2)=[O:58])C=CC=1OC1C=CN=C(NCCN2CCOCC2)C=1.CN(C(ON1N=NC2C=CC=CC1=2)=[N+](C)C)C.[B-](F)(F)(F)F.CCN(C(C)C)C(C)C.COC1C=CC(CNC2N=C(OC3C=CC(N)=CC=3F)C=CN=2)=CC=1>CN(C=O)C>[CH2:21]([O:20][C:17]1[CH:16]=[CH:15][C:14]([NH:13][C:9]2[N:10]=[CH:11][N:12]=[C:7]([O:6][C:5]3[CH:28]=[CH:29][C:2]([NH:1][C:55](=[O:67])[CH2:56][C:57]([NH:59][C:60]4[CH:65]=[CH:64][C:63]([F:66])=[CH:62][CH:61]=4)=[O:58])=[CH:3][C:4]=3[F:30])[CH:8]=2)=[CH:19][CH:18]=1)[C:22]1[CH:27]=[CH:26][CH:25]=[CH:24][CH:23]=1 |f:2.3|. Procedure details: The title compound was prepared from a mixture 6-(4-amino-2-fluorophenoxy)-N-(4-(benzyloxy)phenyl)pyrimidin-4-amine (45 mg, 0.11 mmol), 3-(4-fluorophenylamino)-3-oxopropanoic acid (Compound B of Example 1, 24 mg, 0.12 mmol), TBTU (48 mg, 0.15 mmol), DIPEA (0.26 mL, 0.15 mmol), and DMF (1 mL) using a similar procedure described for the preparation of Compound C of Example 1. The crude product was triturated with isopropyl ether to give the title compound (56 mg, 88%) as a pink solid. 1H NMR (DMSO... The reactants are C1(CCCCC1)N=C=NC1CCCCC1 (dicyclohexylcarbodiimide), NC1C2SC(C(N2C1=O)C(=O)O)(C)C (6-Amino-3,3-dimethyl-7-oxo-4-thia-1-azabicyclo[3.2.0]heptane-2-carboxylic acid), [Na] (sodium), C(C)(=O)OC1=CC=C(CO)C=C1 (p-(acetyloxy)benzyl alcohol). Run in CN(C=O)C (dimethylformamide), CN(C=O)C (dimethylformamide). Run at temperature 0 celsius, time 4 hour. The product is NC1C2SC(C(N2C1=O)C(=O)OCC1=CC=C(C=C1)OC(C)=O)(C)C (6-Amino-3,3-dimethyl-7-oxo-4-thia-1-azabicyclo[3.2.0]heptane-2-carboxylic acid, p-(acetyloxy)benzyl ester). RXN SMILES: [NH2:1][CH:2]1[C:8](=[O:9])[N:7]2[CH:3]1[S:4][C:5]([CH3:14])([CH3:13])[CH:6]2[C:10]([OH:12])=[O:11].[Na].[C:16]([O:19][C:20]1[CH:27]=[CH:26][C:23]([CH2:24]O)=[CH:22][CH:21]=1)(=[O:18])[CH3:17].C1(N=C=NC2CCCCC2)CCCCC1>CN(C)C=O>[NH2:1][CH:2]1[C:8](=[O:9])[N:7]2[CH:3]1[S:4][C:5]([CH3:14])([CH3:13])[CH:6]2[C:10]([O:12][CH2:24][C:23]1[CH:22]=[CH:21][C:20]([O:19][C:16](=[O:18])[CH3:17])=[CH:27][CH:26]=1)=[O:11] |^1:14|. Reported procedure: 6-Amino-3,3-dimethyl-7-oxo-4-thia-1-azabicyclo[3.2.0]heptane-2-carboxylic acid, sodium salt (5 mmole) in 50 ml of dimethylformamide is stirred at room temperature while 2 equivalents of p-(acetyloxy)benzyl alcohol is added. The mixture is cooled to 0° C. after which 5.5 mmole of dicyclohexylcarbodiimide in 10 ml of dimethylformamide is added. This mixture is stirred at 0° C. for 1 hour and at room temperature for 4 hours. Dicyclohexylurea is removed by filtration. The filtrate is diluted with ch...